Dataset: the Open Reaction Database (ORD), a public repository of structured organic reaction records. Task: describe an organic reaction: reactants, conditions, products, and yield Starting materials: [Br-], COCn1c2ccc(F)cc2c2c(CBr)nn(-c3ccccc3)c(=O)c21, CCCC[N+](CCCC)(CCCC)CCCC, ClCCl, N#C[Na], O. Yields the product COCn1c2ccc(F)cc2c2c(CC#N)nn(-c3ccccc3)c(=O)c21. Reaction SMILES: [Br-:30].[Br:1][CH2:2][c:3]1[n:4][n:5](-[c:21]2[cH:22][cH:23][cH:24][cH:25][cH:26]2)[c:6](=[O:20])[c:7]2[n:8]([CH2:17][O:18][CH3:19])[c:9]3[cH:10][cH:11][c:12]([F:16])[cH:13][c:14]3[c:15]12.[CH3:31][CH2:32][CH2:33][CH2:34][N+:35]([CH2:36][CH2:37][CH2:38][CH3:39])([CH2:40][CH2:41][CH2:42][CH3:43])[CH2:44][CH2:45][CH2:46][CH3:47].[Cl:48][CH2:49][Cl:50].[Na:27][C:28]#[N:29].[OH2:51]>>[CH2:2]([c:3]1[n:4][n:5](-[c:21]2[cH:22][cH:23][cH:24][cH:25][cH:26]2)[c:6](=[O:20])[c:7]2[n:8]([CH2:17][O:18][CH3:19])[c:9]3[cH:10][cH:11][c:12]([F:16])[cH:13][c:14]3[c:15]12)[C:28]#[N:29].